Dataset: the Open Reaction Database (ORD), a public repository of structured organic reaction records. Task: describe an organic reaction: reactants, conditions, products, and yield Starting materials: C1(C=2C(C(N1)=O)=CC=CC2)=O.[K] (potassium phthlimide), BrC(C1=CC(=CC=C1)C)Br (α,α-dibromo-m-xylene), C(C)OCC (ethyl ether), O (water). The solvent is CN(C=O)C (dimethylformamide). Reaction conditions: time 8 hour. Product: BrCC=1C=C(CN2C(C=3C(C2=O)=CC=CC3)=O)C=CC1 (N-(3-bromomethylbenzyl)phthalimide). Yield: 51.5%. Reaction SMILES: [C:1]1(=[O:11])[NH:5][C:4](=[O:6])[C:3]2=[CH:7][CH:8]=[CH:9][CH:10]=[C:2]12.[K].[Br:13][CH:14](Br)[C:15]1[CH:20]=[CH:19][CH:18]=[C:17]([CH3:21])[CH:16]=1.C(OCC)C.O>CN(C)C=O>[Br:13][CH2:14][C:15]1[CH:16]=[C:17]([CH:18]=[CH:19][CH:20]=1)[CH2:21][N:5]1[C:1](=[O:11])[C:2]2=[CH:10][CH:9]=[CH:8][CH:7]=[C:3]2[C:4]1=[O:6] |f:0.1,^1:11|. Reported procedure: 0.57 g of potassium phthlimide was suspended in 20 ml of dimethylformamide, and 2.42 g of α,α-dibromo-m-xylene was added. The mixture was stirred overnight at room temperature, and then ethyl ether and water were added. The organic layer separated was worked up in a customary manner, and the product was purified by silica gel column chromatography [hexane / ethyl acetate=10/1] to give 0.52 g of N-(3-bromomethylbenzyl)phthalimide as a white crystalline powder. The reagents and catalysts are CCCC[N+](CCCC)(CCCC)CCCC.[I-] (TBAI). Reaction conditions: temperature 85 celsius. Product: C(C)OC(C1=CC=C(C=C1)N1CCNCC1)=O (4-Piperazin-1-yl-benzoic acid ethyl ester). The solvent is CN(C)C=O (DMF). Reported procedure: To 4-bromobenzoic acid (25 g) and ethanol (1000 mL) was added conc.sulfuric acid (20 g) drop wise. The reaction mixture was heated at 85° C. overnight. The reaction was cooled and ethanol was removed by distillation and the reaction mixture quenched with water and extracted with ethyl acetate. The extract was washed with 10% sodium bicarbonate, water, brine and then concentrated to yield the crude ester. 4-bromoethyl benzoate (10.0 g, 0.0437 mol) was taken into 250 mL of dry DMF, piperazine (37 ... As a reaction SMILES: Br[C:2]1[CH:10]=[CH:9][C:5]([C:6]([OH:8])=[O:7])=[CH:4][CH:3]=1.S(=O)(=O)(O)O.[NH:16]1[CH2:21][CH2:20][NH:19][CH2:18][CH2:17]1.C(=O)([O-])[O-].[K+].[K+].[I-].[K+].[CH2:30](O)[CH3:31]>CCCC[N+](CCCC)(CCCC)CCCC.[I-].CN(C=O)C>[CH2:30]([O:8][C:6](=[O:7])[C:5]1[CH:9]=[CH:10][C:2]([N:16]2[CH2:21][CH2:20][NH:19][CH2:18][CH2:17]2)=[CH:3][CH:4]=1)[CH3:31] |f:3.4.5,6.7,9.10|. The reactants are BrC1=CC=C(C(=O)O)C=C1 (4-bromobenzoic acid), C(C)O (ethanol), N1CCNCC1 (piperazine), C([O-])([O-])=O.[K+].[K+] (potassium carbonate), S(O)(O)(=O)=O (sulfuric acid), 4-bromoethyl benzoate, [I-].[K+] (potassium iodide). Reactants: CCN(C(C)C)C(C)C, S=C(Cl)Cl, Nc1c(Cl)cccc1Cl, ClCCl. Product: S=C=Nc1c(Cl)cccc1Cl. RXN SMILES: [CH2:14]([N:15]([CH:16]([CH3:17])[CH3:18])[CH:19]([CH3:20])[CH3:21])[CH3:22].[Cl:10][C:11]([Cl:12])=[S:13].[Cl:1][c:2]1[c:3]([NH2:4])[c:5]([Cl:9])[cH:6][cH:7][cH:8]1.[Cl:23][CH2:24][Cl:25]>>[Cl:1][c:2]1[c:3]([N:4]=[C:11]=[S:13])[c:5]([Cl:9])[cH:6][cH:7][cH:8]1.